From a dataset of the Open Reaction Database (ORD), a public repository of structured organic reaction records. describe an organic reaction: reactants, conditions, products, and yield RXN SMILES: [F:14][c:15]1[cH:16][cH:17][c:18]([C:19]#[N:20])[cH:21][cH:22]1.[K+:23].[K+:24].[O-:25][C:26]([O-:27])=[O:28].[O:29]=[CH:30][N:31]([CH3:32])[CH3:33].[n:1]1[cH:2][c:3]([CH2:7][N:8]2[CH2:9][CH2:10][NH:11][CH2:12][CH2:13]2)[cH:4][cH:5][cH:6]1>>[n:1]1[cH:2][c:3]([CH2:7][N:8]2[CH2:9][CH2:10][N:11]([c:15]3[cH:16][cH:17][c:18]([C:19]#[N:20])[cH:21][cH:22]3)[CH2:12][CH2:13]2)[cH:4][cH:5][cH:6]1. Reactants: N#Cc1ccc(F)cc1, [K+], [K+], O=C([O-])[O-], CN(C)C=O, c1cncc(CN2CCNCC2)c1. The product is N#Cc1ccc(N2CCN(Cc3cccnc3)CC2)cc1. The reactants are CC(C)c1nc(COC(N)=O)n(Cc2ccncc2)c1Sc1cc(Cl)cc(Cl)c1, CCCCNCCCC, CCOC(C)=O. The product is CCCCN(CCCC)CNC(=O)OCc1nc(C(C)C)c(Sc2cc(Cl)cc(Cl)c2)n1Cc1ccncc1. Reaction SMILES: [C:1]([NH2:2])([O:3][CH2:4][c:5]1[n:6]([CH2:22][c:23]2[cH:24][cH:25][n:26][cH:27][cH:28]2)[c:7]([S:13][c:14]2[cH:15][c:16]([Cl:21])[cH:17][c:18]([Cl:20])[cH:19]2)[c:8]([CH:10]([CH3:11])[CH3:12])[n:9]1)=[O:29].[CH2:30]([CH2:31][CH2:32][CH3:33])[NH:34][CH2:35][CH2:36][CH2:37][CH3:38].[CH3:39][CH2:40][O:41][C:42](=[O:43])[CH3:44]>>[C:1]([NH:2][CH2:39][N:34]([CH2:30][CH2:31][CH2:32][CH3:33])[CH2:35][CH2:36][CH2:37][CH3:38])([O:3][CH2:4][c:5]1[n:6]([CH2:22][c:23]2[cH:24][cH:25][n:26][cH:27][cH:28]2)[c:7]([S:13][c:14]2[cH:15][c:16]([Cl:21])[cH:17][c:18]([Cl:20])[cH:19]2)[c:8]([CH:10]([CH3:11])[CH3:12])[n:9]1)=[O:29]. Reactants: [H-].[Al+3].[Li+].[H-].[H-].[H-] (Lithium aluminum hydride), N (ammonia), C(CC)C1=CC=C(C=C1)CCC(=O)OCC (Ethyl 3-(4-propylphenyl)propionate), C(C)(=O)OCC (ethyl acetate). Reaction SMILES: [H-].[Al+3].[Li+].[H-].[H-].[H-].[CH2:7]([C:10]1[CH:15]=[CH:14][C:13]([CH2:16][CH2:17][C:18](OCC)=[O:19])=[CH:12][CH:11]=1)[CH2:8][CH3:9].C(OCC)(=O)C.N>C1COCC1>[CH2:7]([C:10]1[CH:15]=[CH:14][C:13]([CH2:16][CH2:17][CH2:18][OH:19])=[CH:12][CH:11]=1)[CH2:8][CH3:9] |f:0.1.2.3.4.5|. Run in C1CCOC1 (THF). Yield: 95.7%. Reaction conditions: time 2 hour. The product is C(CC)C1=CC=C(C=C1)CCCO (3-(4-propylphenyl)propanol). Reported procedure: Lithium aluminum hydride (2.9 g) was suspended in THF (200 ml). Ethyl 3-(4-propylphenyl)propionate (s2) (14.2 g) was added dropwise to the suspension in the temperature range of −20° C. to −10° C., and the mixture was stirred at the same temperature range for 2 hours. After the completion of reaction had been confirmed by means of GC analysis, ethyl acetate and a saturated aqueous solution of ammonia were added successively to the reaction mixture under ice-cooling, and the deposits were removed... Starting materials: O=C([O-])[O-], Cc1[nH]cc(C(O)C(F)(F)F)c(=O)c1OCc1ccccc1, CC#N, CI, ClCCl, [K+], [K+]. The product is Cc1c(OCc2ccccc2)c(=O)c(C(O)C(F)(F)F)cn1C. Reaction SMILES: [C:26](=[O:27])([O-:28])[O-:29].[CH2:1]([c:2]1[cH:3][cH:4][cH:5][cH:6][cH:7]1)[O:8][c:9]1[c:10]([CH3:22])[nH:11][cH:12][c:13]([CH:16]([C:17]([F:18])([F:19])[F:20])[OH:21])[c:14]1=[O:15].[CH3:23][C:24]#[N:25].[CH3:32][I:33].[Cl:34][CH2:35][Cl:36].[K+:30].[K+:31]>>[CH2:1]([c:2]1[cH:3][cH:4][cH:5][cH:6][cH:7]1)[O:8][c:9]1[c:10]([CH3:22])[n:11]([CH3:23])[cH:12][c:13]([CH:16]([C:17]([F:18])([F:19])[F:20])[OH:21])[c:14]1=[O:15]. The reactants are C(C)(C)(C)OC(NCC=1C=NC=C(C1)C=1C=NC=2N(CCCC2C1)C(N)=O)=O ([5-(8-Carbamoyl-5,6,7,8-tetrahydro-[1,8]naphthyridin-3-yl)-pyridin-3-ylmethyl]-carbamic acid tert-butyl ester), FC(C(=O)O)(F)F (trifluoroacetic acid). Run in C(Cl)Cl (DCM). Run at time 1 hour. The product is NCC=1C=C(C=NC1)C=1C=C2CCCN(C2=NC1)C(=O)N (6-(5-aminomethyl-pyridin-3-yl)-3,4-dihydro-2H-[1,8]naphthyridine-1-carboxylic acid amide). Isolated yield 101.8%. RXN SMILES: C(OC(=O)[NH:7][CH2:8][C:9]1[CH:10]=[N:11][CH:12]=[C:13]([C:15]2[CH:16]=[N:17][C:18]3[N:19]([C:25](=[O:27])[NH2:26])[CH2:20][CH2:21][CH2:22][C:23]=3[CH:24]=2)[CH:14]=1)(C)(C)C.FC(F)(F)C(O)=O>C(Cl)Cl>[NH2:7][CH2:8][C:9]1[CH:14]=[C:13]([C:15]2[CH:24]=[C:23]3[C:18](=[N:17][CH:16]=2)[N:19]([C:25]([NH2:26])=[O:27])[CH2:20][CH2:21][CH2:22]3)[CH:12]=[N:11][CH:10]=1. Procedure details: [5-(8-Carbamoyl-5,6,7,8-tetrahydro-[1,8]naphthyridin-3-yl)-pyridin-3-ylmethyl]-carbamic acid tert-butyl ester (100 mg, 0.26 mmol) is dissolved in 5.0 mL of DCM and trifluoroacetic acid (0.5 mL) is added. The mixture is stirred for 1 hr and the solvent is removed in vacuo. The residue is dissolved in MeOH and filtered through a StratoSpheres SPE cartridge (PL-HCO3 MP SPE) to remove the acid. The filtrate is then concentrated to give 75 mg of 6-(5-aminomethyl-pyridin-3-yl)-3,4-dihydro-2H-[1,8]naph... The reactants are FC1=C(C=C(C=C1)[N+](=O)[O-])C1=NN(C(C2=C1C=C(N2COCC[Si](C)(C)C)C(=O)OCC)=O)C (ethyl 4-(2-fluoro-5-nitrophenyl)-6-methyl-7-oxo-1-((2-(trimethylsilyl)ethoxy)methyl)-6,7-dihydro-1H-pyrrolo[3,2-d]pyridazine-2-carboxylate), C1(=CC=CC=C1)O (phenol), C([O-])([O-])=O.[Cs+].[Cs+] (cesium carbonate). The solvent is CS(=O)C (dimethylsulfoxide). Product: CN1N=C(C2=C(C1=O)NC(=C2)C(=O)OCC)C2=C(C=CC(=C2)[N+](=O)[O-])OC2=CC=CC=C2 (ethyl 6-methyl-4-(5-nitro-2-phenoxyphenyl)-7-oxo-6,7-dihydro-1H-pyrrolo[3,2-d]pyridazine-2-carboxylate). Yield: 60.8%. As a reaction SMILES: F[C:2]1[CH:7]=[CH:6][C:5]([N+:8]([O-:10])=[O:9])=[CH:4][C:3]=1[C:11]1[C:16]2[CH:17]=[C:18]([C:28]([O:30][CH2:31][CH3:32])=[O:29])[N:19](COCC[Si](C)(C)C)[C:15]=2[C:14](=[O:33])[N:13]([CH3:34])[N:12]=1.[C:35]1([OH:41])[CH:40]=[CH:39][CH:38]=[CH:37][CH:36]=1.C(=O)([O-])[O-].[Cs+].[Cs+]>CS(C)=O>[CH3:34][N:13]1[C:14](=[O:33])[C:15]2[NH:19][C:18]([C:28]([O:30][CH2:31][CH3:32])=[O:29])=[CH:17][C:16]=2[C:11]([C:3]2[CH:4]=[C:5]([N+:8]([O-:10])=[O:9])[CH:6]=[CH:7][C:2]=2[O:41][C:35]2[CH:40]=[CH:39][CH:38]=[CH:37][CH:36]=2)=[N:12]1 |f:2.3.4|. Procedure: A mixture of Example 74f (0.26 g, 0.53 mmol), phenol (0.060 g, 0.64 mmol) and cesium carbonate (0.21 g, 0.63 mmol) in dimethylsulfoxide (5 mL) was heated at 110° C. for 6 hours. After cooling to room temperature, the reaction mixture was partitioned between water and ethyl acetate. The aqueous layer was extracted with additional ethyl acetate three times. The combined organic layers were washed with brine, dried over anhydrous magnesium sulfate, filtered, and concentrated. The residue was then t... Starting materials: C(C)C=1N=C2N(N=C(C=C2C)C)C1CC1=CC=C(C=C1)C1=C(C(=O)OC(C)(C)C)C=CC=C1 (t-butyl 2-[4-[(2-ethyl-6,8-dimethylimidazo[1,2-b]pyridazin-3-yl)methyl]phenyl]benzoate), C1(=CC=CC=C1)OC (anisole), FC(C(=O)O)(F)F (trifluoroacetic acid). Run in C(Cl)Cl (methylene chloride). Run at time 14 hour. Yields the product C(=O)(O)C1=C(C2=CC=C(C=C2)CC2=C(N=C3N2N=C(C=C3C)C)CC)C=CC=C1 (3-[(2'-carboxybiphen-4-yl)methyl]-6,8-dimethyl-2-ethylimidazo[1,2-b]pyridazine). Yield: 86.1%. RXN SMILES: [CH2:1]([C:3]1[N:4]=[C:5]2[C:10]([CH3:11])=[CH:9][C:8]([CH3:12])=[N:7][N:6]2[C:13]=1[CH2:14][C:15]1[CH:20]=[CH:19][C:18]([C:21]2[CH:33]=[CH:32][CH:31]=[CH:30][C:22]=2[C:23]([O:25]C(C)(C)C)=[O:24])=[CH:17][CH:16]=1)[CH3:2].C1(OC)C=CC=CC=1.FC(F)(F)C(O)=O>C(Cl)Cl>[C:23]([C:22]1[CH:30]=[CH:31][CH:32]=[CH:33][C:21]=1[C:18]1[CH:17]=[CH:16][C:15]([CH2:14][C:13]2[N:6]3[N:7]=[C:8]([CH3:12])[CH:9]=[C:10]([CH3:11])[C:5]3=[N:4][C:3]=2[CH2:1][CH3:2])=[CH:20][CH:19]=1)([OH:25])=[O:24]. Procedure details: To a solution of 0.111 g (0.25 mmol) of the product of Step H and 0.055 g (0.51 mmol) of anisole dissolved in 0.25 mL of methylene chloride was added 0.4 mL of trifluoroacetic acid and the reaction mixture was stirred under a nitrogen atmosphere at room temperature for 14 hours. The reaction mixture was then evaporated in vacuo and purified on a silica gel flash chromatography column eluted with CHCl3 -MeOH-NH4OH (80:15:1). Evaporation of the purified fractions and drying in vacuo afforded 0.083...